This data is from the Open Reaction Database (ORD), a public repository of structured organic reaction records. The task is: describe an organic reaction: reactants, conditions, products, and yield Reactants: O.O.O.[F-].C(CCC)[N+](CCCC)(CCCC)CCCC (tetra-n-butylammonium fluoride trihydrate), C(C)(C)(C)OC(=O)N(C)C1=NC=CC(=C1)CO[Si](C)(C)C(C)(C)C (2-(N-tert-butoxycarbonyl-N-methylamino)-4-(tert-butyldimethylsilyloxymethyl)pyridine), C(C)(=O)OCC (Ethyl acetate), O (water). The solvent is O1CCCC1 (tetrahydrofuran), O1CCCC1 (tetrahydrofuran). Conditions: time 15 minute. Yields the product C(C)(C)(C)OC(=O)N(C)C1=NC=CC(=C1)CO ([2-(N-tert-Butoxycarbonyl-N-methylamino)pyridin-4-yl]methanol). The yield is 50.0%. Reaction SMILES: O.O.O.[F-].C([N+](CCCC)(CCCC)CCCC)CCC.[C:22]([O:26][C:27]([N:29]([C:31]1[CH:36]=[C:35]([CH2:37][O:38][Si](C(C)(C)C)(C)C)[CH:34]=[CH:33][N:32]=1)[CH3:30])=[O:28])([CH3:25])([CH3:24])[CH3:23].C(OCC)(=O)C.O>O1CCCC1>[C:22]([O:26][C:27]([N:29]([C:31]1[CH:36]=[C:35]([CH2:37][OH:38])[CH:34]=[CH:33][N:32]=1)[CH3:30])=[O:28])([CH3:25])([CH3:23])[CH3:24] |f:0.1.2.3.4|. Reported procedure: A solution of tetra-n-butylammonium fluoride trihydrate(1.3 g, 4.2 mmol) in tetrahydrofuran (20 mL) was added to a solution of 2-(N-tert-butoxycarbonyl-N-methylamino)-4-(tert-butyldimethylsilyloxymethyl)pyridine (Reference compound No. 6-1, 1.4 g, 3.7 mmol) in tetrahydrofuran (20 mL) for 5 minutes at room temperature, and the mixture was stirred for 15 minutes. Ethyl acetate (50 mL) and water (100 mL) were added to the reaction mixture, the whole was separated, and then the aqueous layer was ext... Reactants: BrC=1C=C2C(=CC(NC2=CC1)=O)O (6-bromo-4-hydroxyquinolin-2(1H)-one), ClC1=C(C(=NC2=CC=C(C=C12)C(O)C1=CN=C(N1C)C)OC)CC=1C=NC(=CC1)C(F)(F)F ((4-Chloro-2-methoxy-3-((6-(trifluoromethyl)pyridin-3-yl)methyl)quinolin-6-yl)(1,2-dimethyl-1H-imidazol-5-yl)methanol), FC(OC1=CC=C(C=O)C=C1)(F)F (4-(trifluoromethoxy)benzaldehyde), CC=1NC(=C(CC1C(=O)OCC)C(=O)OCC)C (diethyl 2,6-dimethyl-1,4-dihydropyridine-3,5-dicarboxylate). Solvent: N1=CC=CC=C1 (pyridine). Run at temperature 100 celsius, time 5 hour. Product: BrC=1C=C2C(=C(C(NC2=CC1)=O)CC1=CC=C(C=C1)OC(F)(F)F)O (6-Bromo-4-hydroxy-3-(4-(trifluoromethoxy)benzyl)quinolin-2(1H)-one). Reaction SMILES: [Br:1][C:2]1[CH:3]=[C:4]2[C:9](=[CH:10][CH:11]=1)[NH:8][C:7](=[O:12])[CH:6]=[C:5]2[OH:13].ClC1C2C(=CC=C(C(C3N(C)C(C)=NC=3)O)C=2)N=C(OC)C=1CC1C=NC(C(F)(F)F)=CC=1.[F:47][C:48]([F:59])([F:58])[O:49][C:50]1[CH:57]=[CH:56][C:53]([CH:54]=O)=[CH:52][CH:51]=1.CC1NC(C)=C(C(OCC)=O)CC=1C(OCC)=O>N1C=CC=CC=1>[Br:1][C:2]1[CH:3]=[C:4]2[C:9](=[CH:10][CH:11]=1)[NH:8][C:7](=[O:12])[C:6]([CH2:54][C:53]1[CH:56]=[CH:57][C:50]([O:49][C:48]([F:47])([F:58])[F:59])=[CH:51][CH:52]=1)=[C:5]2[OH:13]. Reported procedure: To a dark solution of 6-bromo-4-hydroxyquinolin-2(1H)-one (1.0 g, 4.25 mmol, Intermediate 45: step a) and 4-(trifluoromethoxy)benzaldehyde (0.67 mL, 4.67 mmol) in pyridine (7.5 mL) was added diethyl 2,6-dimethyl-1,4-dihydropyridine-3,5-dicarboxylate (1.08 g, 4.25 mmol). The resulting mixture was warmed with stirring in a 100° C. oil bath for a period of 5 hours. After cooling to room temperature, the solvent was removed under reduced pressure and the residue diluted with acetonitrile. The semi-s... Reactants: CNc1ncc2cc(B3OC(C)(C)C(C)(C)O3)ccc2n1, Cc1nc(Nc2cccc(OC(F)(F)F)c2)c2ccc(C)c(I)c2n1, [Na+], [Na+], O=C([O-])[O-], C1COCCO1, c1ccc(P(c2ccccc2)(c2ccccc2)[Pd](P(c2ccccc2)(c2ccccc2)c2ccccc2)(P(c2ccccc2)(c2ccccc2)c2ccccc2)P(c2ccccc2)(c2ccccc2)c2ccccc2)cc1. Yields the product CNc1ncc2cc(-c3c(C)ccc4c(Nc5cccc(OC(F)(F)F)c5)nc(C)nc34)ccc2n1. Reaction SMILES: [CH3:26][NH:27][c:28]1[n:29][c:30]2[cH:31][cH:32][c:33]([B:38]3[O:39][C:40]([CH3:41])([CH3:42])[C:43]([CH3:44])([CH3:45])[O:46]3)[cH:34][c:35]2[cH:36][n:37]1.[I:1][c:2]1[c:3]([CH3:25])[cH:4][cH:5][c:6]2[c:7]([NH:13][c:14]3[cH:15][c:16]([O:20][C:21]([F:22])([F:23])[F:24])[cH:17][cH:18][cH:19]3)[n:8][c:9]([CH3:12])[n:10][c:11]12.[Na+:47].[Na+:48].[O-:49][C:50](=[O:51])[O-:52].[O:130]1[CH2:131][CH2:132][O:133][CH2:134][CH2:135]1.[cH:53]1[cH:54][cH:55][c:56]([P:57]([Pd:58]([P:59]([c:60]2[cH:61][cH:62][cH:63][cH:64][cH:65]2)([c:66]2[cH:67][cH:68][cH:69][cH:70][cH:71]2)[c:72]2[cH:73][cH:74][cH:75][cH:76][cH:77]2)([P:78]([c:79]2[cH:80][cH:81][cH:82][cH:83][cH:84]2)([c:85]2[cH:86][cH:87][cH:88][cH:89][cH:90]2)[c:91]2[cH:92][cH:93][cH:94][cH:95][cH:96]2)[P:97]([c:98]2[cH:99][cH:100][cH:101][cH:102][cH:103]2)([c:104]2[cH:105][cH:106][cH:107][cH:108][cH:109]2)[c:110]2[cH:111][cH:112][cH:113][cH:114][cH:115]2)([c:116]2[cH:117][cH:118][cH:119][cH:120][cH:121]2)[c:122]2[cH:123][cH:124][cH:125][cH:126][cH:127]2)[cH:128][cH:129]1>>[c:2]1(-[c:33]2[cH:32][cH:31][c:30]3[n:29][c:28]([NH:27][CH3:26])[n:37][cH:36][c:35]3[cH:34]2)[c:3]([CH3:25])[cH:4][cH:5][c:6]2[c:7]([NH:13][c:14]3[cH:15][c:16]([O:20][C:21]([F:22])([F:23])[F:24])[cH:17][cH:18][cH:19]3)[n:8][c:9]([CH3:12])[n:10][c:11]12. As a reaction SMILES: [CH3:4][C:5]([O:6][C:7](=[O:8])[CH3:9])=[O:10].[CH:1](=[O:2])[OH:3].[OH2:22].[OH:11][CH2:12][c:13]1[cH:14][cH:15][c:16]([C:17](=[O:18])[OH:19])[cH:20][cH:21]1>>[CH:1](=[O:2])[O:3][CH2:12][c:13]1[cH:14][cH:15][c:16]([C:17](=[O:18])[OH:19])[cH:20][cH:21]1. Reactants: CC(=O)OC(C)=O, O=CO, O, O=C(O)c1ccc(CO)cc1. The product is O=COCc1ccc(C(=O)O)cc1. Reactants: C1CCOC1, COC(=O)CC(O)CC(O)C=Cn1c(C(C)C)nc(-c2ccc(F)cc2)c1-c1ccc(F)cc1, [Na+], [OH-]. The product is CC(C)c1nc(-c2ccc(F)cc2)c(-c2ccc(F)cc2)n1C=CC(O)CC(O)CC(=O)[O-], [Na+]. RXN SMILES: [CH2:37]1[O:38][CH2:39][CH2:40][CH2:41]1.[F:1][c:2]1[cH:3][cH:4][c:5](-[c:8]2[n:9][c:10]([CH:32]([CH3:33])[CH3:34])[n:11]([CH:20]=[CH:21][CH:22]([CH2:23][CH:24]([CH2:25][C:26](=[O:27])[O:28][CH3:29])[OH:30])[OH:31])[c:12]2-[c:13]2[cH:14][cH:15][c:16]([F:19])[cH:17][cH:18]2)[cH:6][cH:7]1.[Na+:36].[OH-:35]>>[F:1][c:2]1[cH:3][cH:4][c:5](-[c:8]2[n:9][c:10]([CH:32]([CH3:33])[CH3:34])[n:11]([CH:20]=[CH:21][CH:22]([CH2:23][CH:24]([CH2:25][C:26](=[O:27])[O-:28])[OH:30])[OH:31])[c:12]2-[c:13]2[cH:14][cH:15][c:16]([F:19])[cH:17][cH:18]2)[cH:6][cH:7]1.[Na+:36]. Reactants: C([O-])(O)=O.[Na+] (sodium bicarbonate), S(O)(O)(=O)=O (Sulfuric acid), [N+](=O)([O-])C1=CC=C2C=C(NC2=C1)C(=O)O (6-nitro-1H-indole-2-carboxylic acid), ice water. Run in CO (methanol). Yields the product [N+](=O)([O-])C1=CC=C2C=C(NC2=C1)C(=O)OC (methyl 6-nitro-1H-indole-2-carboxylate). Yield: 81.0%. RXN SMILES: S(=O)(=O)(O)O.[N+:6]([C:9]1[CH:17]=[C:16]2[C:12]([CH:13]=[C:14]([C:18]([OH:20])=[O:19])[NH:15]2)=[CH:11][CH:10]=1)([O-:8])=[O:7].[C:21](=O)(O)[O-].[Na+]>CO>[N+:6]([C:9]1[CH:17]=[C:16]2[C:12]([CH:13]=[C:14]([C:18]([O:20][CH3:21])=[O:19])[NH:15]2)=[CH:11][CH:10]=1)([O-:8])=[O:7] |f:2.3|. Procedure: Sulfuric acid (1 mL, 18.76 mmol) was added to a suspension of 6-nitro-1H-indole-2-carboxylic acid (0.5 g, 2.425 mmol) in methanol (5 mL). The mixture was heated to reflux for 2 h. The reaction mixture was cooled to RT, poured into ice/water, neutralized with sodium bicarbonate, and extracted with ethyl acetate. The organic extracts were combined, dried over sodium sulfate, and concentrated to give the title compound (0.433 g, 81%) as a yellow solid. 1H NMR (400 MHz, CDCl3): δ ppm 9.31 (s, 1H), 8... The reactants are CN(C)CC1C(C1)C=1C=C2C(=CNC2=CC1)C=O (N,N-dimethyl-2-(3-formyl-indol-5-yl)cycloprop-1-yl-methylamine), [OH-].[Na+] (NaOH), P(=O)(O)([O-])[O-].[NH4+].[NH4+] (ammonium hydrogen phosphate), [N+](=O)([O-])CCC (nitropropane). Run in C(C)(=O)O (acetic acid), O (Water). The product is CN(C)CC1C(C1)C=1C=C2C(=CNC2=CC1)C#N (N,N-dimethyl-2-(3-cyanoindol-5-yl)cycloprop-1-yl methylamine). The yield is 75.9%. RXN SMILES: [CH3:1][N:2]([CH2:4][CH:5]1[CH2:7][CH:6]1[C:8]1[CH:9]=[C:10]2[C:14](=[CH:15][CH:16]=1)[NH:13][CH:12]=[C:11]2[CH:17]=O)[CH3:3].P([O-])([O-])(O)=O.[NH4+].[NH4+].[N+:26](CCC)([O-])=O.[OH-].[Na+]>C(O)(=O)C.O>[CH3:1][N:2]([CH2:4][CH:5]1[CH2:7][CH:6]1[C:8]1[CH:9]=[C:10]2[C:14](=[CH:15][CH:16]=1)[NH:13][CH:12]=[C:11]2[C:17]#[N:26])[CH3:3] |f:1.2.3,5.6|. Procedure: In 5 mL of acetic acid was combined 120 mg of crude N,N-dimethyl-2-(3-formyl-indol-5-yl)cycloprop-1-yl-methylamine, ammonium hydrogen phosphate (0.48 g, 3.62 mmol, 7.3 equiv.), and nitropropane (0.04 mL, 0.5 mmol, 1 equiv.). The mixture was stirred and heated to a gentle reflux for 16 h. Water was added after cooling reaction to room temperature, and the mixture was made basic by the addition of 1 N NaOH. The mixture was extracted with ethyl acetate and dried over anhydrous magnesium sulfate, fi... The reactants are CC(C)C(=O)Cl, O=C([O-])[O-], ClCCl, Cc1ccnc(CN)c1CO, [Na+], [Na+], O. Product: Cc1ccnc(CNC(=O)C(C)C)c1CO. RXN SMILES: [C:1]([CH:2]([CH3:3])[CH3:4])(=[O:5])[Cl:6].[C:22](=[O:23])([O-:24])[O-:25].[Cl:19][CH2:20][Cl:21].[NH2:7][CH2:8][c:9]1[n:10][cH:11][cH:12][c:13]([CH3:17])[c:14]1[CH2:15][OH:16].[Na+:26].[Na+:27].[OH2:18]>>[C:1]([CH:2]([CH3:3])[CH3:4])(=[O:5])[NH:7][CH2:8][c:9]1[n:10][cH:11][cH:12][c:13]([CH3:17])[c:14]1[CH2:15][OH:16].